This data is from the Open Reaction Database (ORD), a public repository of structured organic reaction records. The task is: describe an organic reaction: reactants, conditions, products, and yield Reactants: CCCCC(NS(=O)(=O)c1ccc(Br)cc1)C(O)=S, C(=NC1CCCCC1)=NC1CCCCC1, ClCCl, CCOC(=O)Cc1ccc(N)cc1. The product is CCCCC(NS(=O)(=O)c1ccc(Br)cc1)C(=S)Nc1ccc(CC(=O)OCC)cc1. As a reaction SMILES: [Br:1][c:2]1[cH:3][cH:4][c:5]([S:8](=[O:9])(=[O:10])[NH:11][CH:12]([C:13](=[S:14])[OH:15])[CH2:16][CH2:17][CH2:18][CH3:19])[cH:6][cH:7]1.[CH:33]1([N:34]=[C:35]=[N:36][CH:37]2[CH2:38][CH2:39][CH2:40][CH2:41][CH2:42]2)[CH2:43][CH2:44][CH2:45][CH2:46][CH2:47]1.[Cl:48][CH2:49][Cl:50].[NH2:20][c:21]1[cH:22][cH:23][c:24]([CH2:27][C:28](=[O:29])[O:30][CH2:31][CH3:32])[cH:25][cH:26]1>>[Br:1][c:2]1[cH:3][cH:4][c:5]([S:8](=[O:9])(=[O:10])[NH:11][CH:12]([C:13](=[S:14])[NH:20][c:21]2[cH:22][cH:23][c:24]([CH2:27][C:28](=[O:29])[O:30][CH2:31][CH3:32])[cH:25][cH:26]2)[CH2:16][CH2:17][CH2:18][CH3:19])[cH:6][cH:7]1. Starting materials: Cl.FC1(CNCC1)F (3,3-difluoropyrrolidine hydrochloride), O (water), NC1=NC2=CC=C(C=C2C(=N1)C(=O)N1CC2=CC=CC=C2C1)C1=C(C=O)C=CC=C1 (2-[2-amino-4-(1,3-dihydroisoindole-2-carbonyl)quinazolin-6-yl]benzaldehyde), C(C)(=O)O[BH-](OC(C)=O)OC(C)=O.[Na+] (sodium triacetoxyborohydride). Solvent: ClCCCl (1,2-dichloroethane), O1CCCC1 (tetrahydrofuran). Run at temperature 40 celsius, time 6 hour. The product is NC1=NC2=CC=C(C=C2C(=N1)C(=O)N1CC2=CC=CC=C2C1)C1=C(C=CC=C1)CN1CC(CC1)(F)F ({2-Amino-6-[2-(3,3-difluoropyrrolidin-1-ylmethyl)phenyl]quinazolin-4-yl}-(1,3-dihydroisoindol-2-yl)methanone). As a reaction SMILES: [NH2:1][C:2]1[N:11]=[C:10]([C:12]([N:14]2[CH2:22][C:21]3[C:16](=[CH:17][CH:18]=[CH:19][CH:20]=3)[CH2:15]2)=[O:13])[C:9]2[C:4](=[CH:5][CH:6]=[C:7]([C:23]3[CH:30]=[CH:29][CH:28]=[CH:27][C:24]=3[CH:25]=O)[CH:8]=2)[N:3]=1.Cl.[F:32][C:33]1([F:38])[CH2:37][CH2:36][NH:35][CH2:34]1.C(O[BH-](OC(=O)C)OC(=O)C)(=O)C.[Na+].O>ClCCCl.O1CCCC1>[NH2:1][C:2]1[N:11]=[C:10]([C:12]([N:14]2[CH2:15][C:16]3[C:21](=[CH:20][CH:19]=[CH:18][CH:17]=3)[CH2:22]2)=[O:13])[C:9]2[C:4](=[CH:5][CH:6]=[C:7]([C:23]3[CH:30]=[CH:29][CH:28]=[CH:27][C:24]=3[CH2:25][N:35]3[CH2:36][CH2:37][C:33]([F:38])([F:32])[CH2:34]3)[CH:8]=2)[N:3]=1 |f:1.2,3.4|. Procedure details: 200 mg of 2-[2-amino-4-(1,3-dihydroisoindole-2-carbonyl)quinazolin-6-yl]benzaldehyde are dissolved in 3 ml of 1,2-dichloroethane and 3 ml of tetrahydrofuran. 104 mg of 3,3-difluoropyrrolidine hydrochloride are added, and the mixture is stirred at 40° C. for 6 h. After cooling to 25° C., 226 mg of sodium triacetoxyborohydride are added and stirred at 25° C. for a further 12 h. The mixture is poured into water, extracted three times with dichloromethane, and the combined organic phases are dried o... Reactants: [BH4-].[Li+] (lithium borohydride), C(C)C(CCCC(C)C=1C=C(OCC=2C=C(C(C(=O)OC)=CC2)C(=O)OC)C=CC1)(CC)O (dimethyl 4-[3-(5-ethyl-5-hydroxy-1-methylheptyl)phenoxymethyl]phthalate), [Cl-].[NH4+] (ammonium chloride). Run in C1CCOC1 (THF). Product: OCC=1C=C(COC=2C=C(C=CC2)C(CCCC(CC)(O)CC)C)C=CC1CO (7-[3-(3,4-bis-Hydroxymethylbenzyloxy)phenyl]-3-ethyl-3-octanol). As a reaction SMILES: [CH2:1]([C:3]([OH:33])([CH2:31][CH3:32])[CH2:4][CH2:5][CH2:6][CH:7]([C:9]1[CH:10]=[C:11]([CH:28]=[CH:29][CH:30]=1)[O:12][CH2:13][C:14]1[CH:15]=[C:16]([C:24](OC)=[O:25])[C:17](=[CH:22][CH:23]=1)[C:18](OC)=[O:19])[CH3:8])[CH3:2].[BH4-].[Li+].[Cl-].[NH4+]>C1COCC1>[OH:25][CH2:24][C:16]1[CH:15]=[C:14]([CH:23]=[CH:22][C:17]=1[CH2:18][OH:19])[CH2:13][O:12][C:11]1[CH:10]=[C:9]([CH:7]([CH3:8])[CH2:6][CH2:5][CH2:4][C:3]([CH2:1][CH3:2])([OH:33])[CH2:31][CH3:32])[CH:30]=[CH:29][CH:28]=1 |f:1.2,3.4|. Reported procedure: 220 mg (0.48 mmol) of dimethyl 4-[3-(5-ethyl-5-hydroxy-1-methylheptyl)phenoxymethyl]phthalate are dissolved in 15 ml of anhydrous THF. 42 mg (1.9 mmol) of lithium borohydride are then added and the reaction medium is heated under reflux for 12 hours. After cooling, treating with a saturated ammonium chloride solution and extracting with ethyl acetate, the organic phase is dried and concentrated under reduced pressure. The residue is then purified by chromatography on a silica column. A colourles... Reactants: COC(=NC#N)c1ccccn1, CCOCC, CO, NCCc1ccc(Cl)cc1, ClCCl. Product: N#CNC(=NCCc1ccc(Cl)cc1)c1ccccn1. RXN SMILES: [C:1](#[N:2])[N:3]=[C:4]([O:5][CH3:6])[c:7]1[n:8][cH:9][cH:10][cH:11][cH:12]1.[CH2:23]([O:24][CH2:25][CH3:26])[CH3:27].[CH3:31][OH:32].[Cl:13][c:14]1[cH:15][cH:16][c:17]([CH2:18][CH2:19][NH2:20])[cH:21][cH:22]1.[Cl:28][CH2:29][Cl:30]>>[C:1](#[N:2])[NH:3][C:4]([c:7]1[n:8][cH:9][cH:10][cH:11][cH:12]1)=[N:20][CH2:19][CH2:18][c:17]1[cH:16][cH:15][c:14]([Cl:13])[cH:22][cH:21]1. Reactants: [H-].[Na+] (NaH), C1(=CC=CC=C1)S(=O)(=O)CCCC1C(CCCCCCCCCC1)=O (2-(3-phenylsulfonyl-prop-1-yl)-cyclododecanone). Solvent: CS(=O)C (DMSO). Product: C12=CCCCCCCCCCC2=CCC1 (Bicyclo[10.3.0]pentadeca-1,12-diene). Isolated yield 79.8%. Reaction SMILES: [H-].[Na+].C1(S([CH2:12][CH2:13][CH2:14][CH:15]2[CH2:26][CH2:25][CH2:24][CH2:23][CH2:22][CH2:21][CH2:20][CH2:19][CH2:18][CH2:17][C:16]2=O)(=O)=O)C=CC=CC=1>CS(C)=O>[C:15]12[CH2:14][CH2:13][CH:12]=[C:16]1[CH2:17][CH2:18][CH2:19][CH2:20][CH2:21][CH2:22][CH2:23][CH2:24][CH2:25][CH:26]=2 |f:0.1|. Procedure details: 0.144 g (6 mmole) of NaH and 10 ml of DMSO were first heated at 80° for 30 min. Once the hydrogen evolution was terminated, 0.728 g (2 mmole) of 2-(3-phenylsulfonyl-prop-1-yl)-cyclododecanone were added to the above mixture and the resulting reaction mixture further heated at 100° for 4 hours. After the treatmments of extraction and distillation mentioned hereinabove, there were isolated 0.326 g (80% yield) of the desired compound. Reactants: Cl (hydrochloric acid), OC1=C(C=NC2=CC=CC=C12)CS(=O)C (4-hydroxy-3-methylsulphinylmethylquinoline), [OH-].[K+] (potassium hydroxide), S(=O)(=O)(OC)OC (dimethyl sulphate). Run in O (water). Run at time 30 minute. Product: CN1C=C(C(C2=CC=CC=C12)=O)CS(=O)C (1-methyl-3-methylsulphinylmethyl-4-quinolone). RXN SMILES: [OH:1][C:2]1[C:11]2[C:6](=[CH:7][CH:8]=[CH:9][CH:10]=2)[N:5]=[CH:4][C:3]=1[CH2:12][S:13]([CH3:15])=[O:14].[OH-].[K+].S(OC)(O[CH3:22])(=O)=O.Cl>O>[CH3:22][N:5]1[C:6]2[C:11](=[CH:10][CH:9]=[CH:8][CH:7]=2)[C:2](=[O:1])[C:3]([CH2:12][S:13]([CH3:15])=[O:14])=[CH:4]1 |f:1.2|. Procedure: To a stirred solution of 4-hydroxy-3-methylsulphinylmethylquinoline (4.4 g.) and potassium hydroxide (1.68 g.) in water (20 ml.) at 0°-5° was added dimethyl sulphate (2.52 g.). The solution was stirred at room temperature for 30 minutes, then neutralised with 5 N aqueous hydrochloric acid. The resultant sticky solid was triturated with industrial methylated spirit to give a solid product. The product was purified by high pressure liquid chromatography over silica gel, eluting with isopropanol: d...